This data is from the Open Reaction Database (ORD), a public repository of structured organic reaction records. The task is: describe an organic reaction: reactants, conditions, products, and yield The reactants are C[Li] (methyllithium), C(CCC)N1/C(/SC2=C1COCC2=O)=N/C(C2=C(C=CC(=C2)Cl)OC)=O (N-[(2Z)-3-butyl-7-oxo-6,7-dihydro-4H-pyrano[3,4-d][1,3]thiazol-2(3H)-ylidene]-5-chloro-2-methoxybenzamide). Run in O1CCCC1 (tetrahydrofuran), O1CCCC1 (tetrahydrofuran). Run at temperature -78 celsius, time 30 minute. The product is C(CCC)N1/C(/SC2=C1COCC2(C)O)=N/C(C2=C(C=CC(=C2)Cl)OC)=O (N-[(2Z)-3-butyl-7-hydroxy-7-methyl-6,7-dihydro-4H-pyrano[3,4-d][1,3]thiazol-2(3H)-ylidene]-5-chloro-2-methoxybenzamide). The yield is 35.5%. Reaction SMILES: [CH3:1][Li].[CH2:3]([N:7]1[C:11]2[CH2:12][O:13][CH2:14][C:15](=[O:16])[C:10]=2[S:9]/[C:8]/1=[N:17]\[C:18](=[O:28])[C:19]1[CH:24]=[C:23]([Cl:25])[CH:22]=[CH:21][C:20]=1[O:26][CH3:27])[CH2:4][CH2:5][CH3:6]>O1CCCC1>[CH2:3]([N:7]1[C:11]2[CH2:12][O:13][CH2:14][C:15]([OH:16])([CH3:1])[C:10]=2[S:9]/[C:8]/1=[N:17]\[C:18](=[O:28])[C:19]1[CH:24]=[C:23]([Cl:25])[CH:22]=[CH:21][C:20]=1[O:26][CH3:27])[CH2:4][CH2:5][CH3:6]. Procedure: To a solution of methyllithium (0.8 mL, 1.3 mmol, 1.6M in tetrahydrofuran, Aldrich) in tetrahydrofuran (10 mL) was added slowly a solution of Example 10 (0.25 g, 0.63 mmol) in tetrahydrofuran (5 mL) at −78° C. The reaction mixture was stirred at −78° C. for 30 minutes and was allowed to reach room temperature. The reaction mixture was quenched with water (10 mL) and extracted with EtOAc (2×20 mL). The combined organic extracts were dried over anhydrous Na2SO4, filtered, and concentrated under re...